From a dataset of the Open Reaction Database (ORD), a public repository of structured organic reaction records. describe an organic reaction: reactants, conditions, products, and yield The reactants are [OH-].[Na+] (NaOH), COC(=O)C1CCC(CC1)NC1=NC=C(C(=N1)N1N=NC2=C1C=CC=C2)Cl (4-(4-benzotriazol-1-yl-5-chloro-pyrimidin-2-ylamino)-cyclohexanecarboxylic acid methyl ester), Cl (HCl). Run in O (water), C1CCOC1 (THF). Conditions: time 8 hour. Product: N1(N=NC2=C1C=CC=C2)C2=NC(=NC=C2Cl)N[C@@H]2CC[C@H](CC2)C(=O)O (trans-4-(4-benzotriazol-1-yl-5-chloro-pyrimidin-2-ylamino)-cyclohexane-carboxylic acid). The yield is 93.3%. Reaction SMILES: [OH-].[Na+].C[O:4][C:5]([CH:7]1[CH2:12][CH2:11][CH:10]([NH:13][C:14]2[N:19]=[C:18]([N:20]3[C:24]4[CH:25]=[CH:26][CH:27]=[CH:28][C:23]=4[N:22]=[N:21]3)[C:17]([Cl:29])=[CH:16][N:15]=2)[CH2:9][CH2:8]1)=[O:6].Cl>C1COCC1.O>[N:20]1([C:18]2[C:17]([Cl:29])=[CH:16][N:15]=[C:14]([NH:13][C@H:10]3[CH2:9][CH2:8][C@H:7]([C:5]([OH:6])=[O:4])[CH2:12][CH2:11]3)[N:19]=2)[C:24]2[CH:25]=[CH:26][CH:27]=[CH:28][C:23]=2[N:22]=[N:21]1 |f:0.1|. Procedure details: An aqueous solution of NaOH (2 M, 10 mL) was added to a colorless solution of 4-(4-benzotriazol-1-yl-5-chloro-pyrimidin-2-ylamino)-cyclohexanecarboxylic acid methyl ester (482 mg, 1.25 mmol) in THF (10 mL) at RT. The reaction mixture was stirred at RT overnight; it was then diluted with water (15 mL) and acidified until pH 3 by addition of HCl (2 M). The white precipitate formed was collected by filtration, washed with water and air dried to give 435 mg (85% yield) of trans-4-(4-benzotriazol-1-y... Reactants: ClC=1C=C2C=C(N(C2=CC1)C1=CC(=CC=C1)C(F)(F)F)C(=O)OCC (Ethyl 5-chloro-1-[3-(trifluoromethyl)phenyl]-1H-indole-2-carboxylate), C(=O)(O)[O-].[Na+] (NaHCO3), [Li+].C[Si](C)(C)[N-][Si](C)(C)C (LHMDS), C(C)(=O)OC(C)(C)C (tert-butyl acetate). The solvent is C1CCOC1 (THF), C1CCOC1 (THF). Conditions: time 30 minute. Product: ClC=1C=C2C=C(N(C2=CC1)C1=CC(=CC=C1)C(F)(F)F)C(CC(=O)OC(C)(C)C)=O (tert-Butyl 3-{5-chloro-1-[3-(trifluoromethyl)phenyl]-1H-indol-2-yl}-3-oxopropanoate). As a reaction SMILES: [Li+].C[Si]([N-][Si](C)(C)C)(C)C.[C:11]([O:14][C:15]([CH3:18])([CH3:17])[CH3:16])(=[O:13])[CH3:12].[Cl:19][C:20]1[CH:21]=[C:22]2[C:26](=[CH:27][CH:28]=1)[N:25]([C:29]1[CH:34]=[CH:33][CH:32]=[C:31]([C:35]([F:38])([F:37])[F:36])[CH:30]=1)[C:24]([C:39](OCC)=[O:40])=[CH:23]2.C([O-])(O)=O.[Na+]>C1COCC1>[Cl:19][C:20]1[CH:21]=[C:22]2[C:26](=[CH:27][CH:28]=1)[N:25]([C:29]1[CH:34]=[CH:33][CH:32]=[C:31]([C:35]([F:36])([F:38])[F:37])[CH:30]=1)[C:24]([C:39](=[O:40])[CH2:12][C:11]([O:14][C:15]([CH3:18])([CH3:17])[CH3:16])=[O:13])=[CH:23]2 |f:0.1,4.5|. Procedure details: To a cooled (−78° C.) solution of LHMDS (13 mL, 1.0 M in THF, 13.0 mmol) in THF (13 mL) was added tert-butyl acetate (1.76 mL, 13.0 mmol), dropwise. After 30 min, a solution of the title compound of Example 9 Step A (1.60 g, 4.36 mmol) in THF (4 mL) was added, and the mixture was held at −78° C. for 30 min, then was placed in a 0° C. bath. After 1.5 h, the reaction mixture was poured into sat. aq. NaHCO3 and extracted twice with ethyl acetate. The combined organic phases were concentrated in vac... Starting materials: CCOC(=O)C(=O)N(CCN(CC#Cc1cccs1)C(=O)OC(C)(C)C)C(C)C, Cl, [K+], C1COCCO1, [OH-], O. Product: CC(C)N(CCN(CC#Cc1cccs1)C(=O)OC(C)(C)C)C(=O)C(=O)O. As a reaction SMILES: [C:1]([CH3:2])([CH3:3])([CH3:4])[O:5][C:6](=[O:7])[N:8]([CH2:9][CH2:10][N:11]([C:12]([C:13](=[O:14])[O:15][CH2:16][CH3:17])=[O:18])[CH:19]([CH3:20])[CH3:21])[CH2:22][C:23]#[C:24][c:25]1[s:26][cH:27][cH:28][cH:29]1.[ClH:32].[K+:31].[O:33]1[CH2:34][CH2:35][O:36][CH2:37][CH2:38]1.[OH-:30].[OH2:39]>>[C:1]([CH3:2])([CH3:3])([CH3:4])[O:5][C:6](=[O:7])[N:8]([CH2:9][CH2:10][N:11]([C:12]([C:13](=[O:14])[OH:15])=[O:18])[CH:19]([CH3:20])[CH3:21])[CH2:22][C:23]#[C:24][c:25]1[s:26][cH:27][cH:28][cH:29]1. Reactants: CS(=O)(=O)O, CN=C=O, CN(C)C, ClC(Cl)Cl, CCCCCCCCCCCCCCCCCCOCC(O)CS(=O)(=O)CCC[N+](C)(C)C. Yields the product CS(=O)(=O)O, CCCCCCCCCCCCCCCCCCOCC(CS(=O)(=O)CCC[N+](C)(C)C)OC(=O)NC. As a reaction SMILES: [CH3:1][S:2](=[O:3])(=[O:4])[OH:5].[CH3:39][N:40]=[C:41]=[O:42].[CH3:43][N:44]([CH3:45])[CH3:46].[CH:47]([Cl:48])([Cl:49])[Cl:50].[OH:6][CH:7]([CH2:8][S:9](=[O:10])(=[O:11])[CH2:12][CH2:13][CH2:14][N+:15]([CH3:16])([CH3:17])[CH3:18])[CH2:19][O:20][CH2:21][CH2:22][CH2:23][CH2:24][CH2:25][CH2:26][CH2:27][CH2:28][CH2:29][CH2:30][CH2:31][CH2:32][CH2:33][CH2:34][CH2:35][CH2:36][CH2:37][CH3:38]>>[CH3:1][S:2](=[O:3])(=[O:4])[OH:5].[O:6]([CH:7]([CH2:8][S:9](=[O:10])(=[O:11])[CH2:12][CH2:13][CH2:14][N+:15]([CH3:16])([CH3:17])[CH3:18])[CH2:19][O:20][CH2:21][CH2:22][CH2:23][CH2:24][CH2:25][CH2:26][CH2:27][CH2:28][CH2:29][CH2:30][CH2:31][CH2:32][CH2:33][CH2:34][CH2:35][CH2:36][CH2:37][CH3:38])[C:41]([NH:40][CH3:39])=[O:42].